Dataset: the Open Reaction Database (ORD), a public repository of structured organic reaction records. Task: describe an organic reaction: reactants, conditions, products, and yield Starting materials: C(C)OC(CC(C(=O)C)C(C1=CC=C(C=C1)Cl)=O)=O (3-(p-chlorobenzoyl)-levulinic acid ethyl ester), C1(=CC=CC=C1)NN (phenyl-hydrazine), C(C)(=O)O (acetic acid). The solvent is C(C)O (ethanol). Product: CC1=NN(C(=C1CC(=O)O)C1=CC=C(C=C1)Cl)C1=CC=CC=C1 (3-methyl-1-phenyl-5-(p-chlorophenyl)pyrazol-4-acetic acid). The yield is 72.2%. As a reaction SMILES: C([O:3][C:4](=[O:19])[CH2:5][CH:6]([C:10](=O)[C:11]1[CH:16]=[CH:15][C:14]([Cl:17])=[CH:13][CH:12]=1)[C:7]([CH3:9])=O)C.[C:20]1([NH:26][NH2:27])[CH:25]=[CH:24][CH:23]=[CH:22][CH:21]=1.C(O)(=O)C>C(O)C>[CH3:9][C:7]1[C:6]([CH2:5][C:4]([OH:3])=[O:19])=[C:10]([C:11]2[CH:12]=[CH:13][C:14]([Cl:17])=[CH:15][CH:16]=2)[N:26]([C:20]2[CH:25]=[CH:24][CH:23]=[CH:22][CH:21]=2)[N:27]=1. Reported procedure: 11.5 grams 3-(p-chlorobenzoyl)-levulinic acid ethyl ester, 4.9 grams phenyl-hydrazine, 2.8 grams glacial acetic acid and 10 milliliters ethanol were mixed and the mixture was heated to the boiling temperature under reflux for 3.5 hours. The reaction mixture was evaporated and 100 milliliters benzene were added to the residue. The pH of the solution was adjusted to 3, followed by extraction with water. The benzene phase was evaporated and 30 milliliters ethanol and 20 milliliters 2N aqueous sodiu...